This data is from the Open Reaction Database (ORD), a public repository of structured organic reaction records. The task is: describe an organic reaction: reactants, conditions, products, and yield Reactants: C([O-])([O-])=O.[K+].[K+] (potassium carbonate), ice water, BrC=1C=C(C=CC1)C1CC(CC(C1)=O)=O (5-(3-bromophenyl)cyclohexane-1,3-dione), C[O-].[Na+] (sodium methoxide), ClCC(C)=O (chloroacetone). The solvent is CN(C)C=O (DMF). Conditions: time 15 minute. The product is BrC=1C=C(C=CC1)C1CC2=C(C(=CO2)C)C(C1)=O (6-(3-bromophenyl)-3-methyl-4,5,6,7-tetrahydrobenzofuran-4-one). As a reaction SMILES: [Br:1][C:2]1[CH:3]=[C:4]([CH:8]2[CH2:13][C:12](=[O:14])[CH2:11][C:10](=[O:15])[CH2:9]2)[CH:5]=[CH:6][CH:7]=1.C[O-].[Na+].Cl[CH2:20][C:21](=O)[CH3:22].C(=O)([O-])[O-].[K+].[K+]>CN(C=O)C>[Br:1][C:2]1[CH:3]=[C:4]([CH:8]2[CH2:9][C:10](=[O:15])[C:11]3[C:21]([CH3:22])=[CH:20][O:14][C:12]=3[CH2:13]2)[CH:5]=[CH:6][CH:7]=1 |f:1.2,4.5.6|. Reported procedure: To a solution of 5-(3-bromophenyl)cyclohexane-1,3-dione (mp182-183° C.; 1.34 g) in DMF (20 ml) was added sodium methoxide (0.30 g), and the mixture was stirred, under argon atmosphere, at room temperature for 15 minutes. To the mixture was added chloroacetone (0.45 ml), and the mixture was stirred at 90° C. for 2 hours. To the mixture was added potassium carbonate (0.69 g), and the mixture was stirred at 150° C. overnight (13 hours). The reaction solution was cooled, to which was added ice-water... Starting materials: [N+](=O)([O-])C1=C(C=CC=C1Cl)CC(=O)OCC (ethyl 2-(2-nitro-3-chlorophenyl)acetate), C1(=CC=CC=C1)O (phenol), C([O-])([O-])=O.[K+].[K+] (potassium carbonate), cupric oxide. The solvent is O (water). Reaction conditions: temperature 120 celsius, time 4 hour. The product is [N+](=O)([O-])C1=C(C=CC=C1OC1=CC=CC=C1)CC(=O)OCC (ethyl 2-(2-nitro-3-phenoxypheny)acetate). Yield: 28.0%. Reaction SMILES: [N+:1]([C:4]1[C:9](Cl)=[CH:8][CH:7]=[CH:6][C:5]=1[CH2:11][C:12]([O:14][CH2:15][CH3:16])=[O:13])([O-:3])=[O:2].[C:17]1([OH:23])[CH:22]=[CH:21][CH:20]=[CH:19][CH:18]=1.C(=O)([O-])[O-].[K+].[K+]>O>[N+:1]([C:4]1[C:9]([O:23][C:17]2[CH:22]=[CH:21][CH:20]=[CH:19][CH:18]=2)=[CH:8][CH:7]=[CH:6][C:5]=1[CH2:11][C:12]([O:14][CH2:15][CH3:16])=[O:13])([O-:3])=[O:2] |f:2.3.4|. Reported procedure: A mixture of ethyl 2-(2-nitro-3-chlorophenyl)acetate (15 g.), phenol (6.4 g.), anhydrous potassium carbonate (13 g.) and cupric oxide (4.5 g.) was stirred for 4 hours at 120° C. To the reaction mixture was added water and the mixture was extracted with diethyl ether. The extract was washed with a diluted aqueous solution of potassium carbonate and water, dried over magnesium sulfate and then evaporated under reduced pressure. The oily residue was distilled under reduced pressure to give ethyl 2-... The reactants are BrC=1C=2N(C=CC1)N=C(N2)N (8-bromo-[1,2,4]triazolo[1,5-a]pyridin-2-amine), ClC1=CC=C(C=C1)B(O)O (4-chlorophenyl boronic acid). Reagents/catalysts: C1=CC=C(C=C1)[PH+](C2=CC=CC=C2)[C]3[CH][CH][CH][CH]3.C1=CC=C(C=C1)[PH+](C2=CC=CC=C2)[C]3[CH][CH][CH][CH]3.C(Cl)Cl.Cl[Pd]Cl.[Fe] (dichloro[1,1′-bis(diphenylphosphino)-ferrocene]palladium(II) dichloromethane adduct). Solvent: aqueous solution, C([O-])([O-])=O.[Na+].[Na+] (sodium carbonate), O1CCOCC1 (dioxane), C(=O)([O-])[O-].[Na+].[Na+] (Na2CO3). Yields the product ClC1=CC=C(C=C1)C=1C=2N(C=CC1)N=C(N2)N (8-(4-Chloro-phenyl)-[1,2,4]triazolo[1,5-a]pyridin-2-ylamine), solid. Yield: 99.0%. As a reaction SMILES: Br[C:2]1[C:3]2[N:4]([N:8]=[C:9]([NH2:11])[N:10]=2)[CH:5]=[CH:6][CH:7]=1.[Cl:12][C:13]1[CH:18]=[CH:17][C:16](B(O)O)=[CH:15][CH:14]=1>O1CCOCC1.C(=O)([O-])[O-].[Na+].[Na+].C1C=CC([PH+]([C]2[CH][CH][CH][CH]2)C2C=CC=CC=2)=CC=1.C1C=CC([PH+]([C]2[CH][CH][CH][CH]2)C2C=CC=CC=2)=CC=1.C(Cl)Cl.Cl[Pd]Cl.[Fe]>[Cl:12][C:13]1[CH:18]=[CH:17][C:16]([C:2]2[C:3]3[N:4]([N:8]=[C:9]([NH2:11])[N:10]=3)[CH:5]=[CH:6][CH:7]=2)=[CH:15][CH:14]=1 |f:3.4.5,6.7.8.9.10,^1:38,39,40,41,42,56,57,58,59,60|. Procedure: A mixture of 8-bromo-[1,2,4]triazolo[1,5-a]pyridin-2-amine (500 mg, 2.35 mmol), 4-chlorophenyl boronic acid (757 mg, 4.69 mmol), dichloro[1,1′-bis(diphenylphosphino)-ferrocene]palladium(II) dichloromethane adduct (153 mg, 0.188 mmol) and an aqueous solution of Na2CO3 (2 N, 2.35 mL, 4.69 mmol) in dioxane (10 mL) was stirred at 110° C. for 2 hours. The reaction mixture was diluted with a 2 N aqueous solution of sodium carbonate and extracted with diethyl ether, the combined organic phases were dri...